Dataset: the Open Reaction Database (ORD), a public repository of structured organic reaction records. Task: describe an organic reaction: reactants, conditions, products, and yield The reactants are C(CCCCCCCCCCCCCCCCC)OC1=CC=C(C(=O)O)C=C1 (4-n-octadecyloxybenzoic acid), acid chloride, C1=CC(=CC=C1N)O (p-aminophenol), CN(C=O)C (dimethylformamide), S(=O)(Cl)Cl (thionyl chloride). The solvent is C(C)N(CC)CC (triethylamine), C(Cl)(Cl)Cl (chloroform). The product is OC1=CC=C(NC(C2=CC=C(C=C2)OCCCCCCCCCCCCCCCCCC)=O)C=C1 (4'-hydroxy-4-n-octadecyloxybenzanilide). Yield: 80.0%. RXN SMILES: [CH2:1]([O:19][C:20]1[CH:28]=[CH:27][C:23]([C:24]([OH:26])=O)=[CH:22][CH:21]=1)[CH2:2][CH2:3][CH2:4][CH2:5][CH2:6][CH2:7][CH2:8][CH2:9][CH2:10][CH2:11][CH2:12][CH2:13][CH2:14][CH2:15][CH2:16][CH2:17][CH3:18].CN(C)C=O.S(Cl)(Cl)=O.[CH:38]1[C:43]([NH2:44])=[CH:42][CH:41]=[C:40]([OH:45])[CH:39]=1>C(Cl)(Cl)Cl.C(N(CC)CC)C>[OH:45][C:40]1[CH:41]=[CH:42][C:43]([NH:44][C:24](=[O:26])[C:23]2[CH:22]=[CH:21][C:20]([O:19][CH2:1][CH2:2][CH2:3][CH2:4][CH2:5][CH2:6][CH2:7][CH2:8][CH2:9][CH2:10][CH2:11][CH2:12][CH2:13][CH2:14][CH2:15][CH2:16][CH2:17][CH3:18])=[CH:28][CH:27]=2)=[CH:38][CH:39]=1. Procedure: Under a nitrogen atmosphere, 4-n-octadecyloxybenzoic acid (100.0 g) and dimethylformamide (5ml) were suspended in chloroform (800 ml) and thereto was added dropwise thionyl chloride (33.4 g). After completion of the addition, the suspension was refluxed with heating for 1 hour to prepare the corresponding acid chloride. The reaction mixture was cooled and thereto were added p-aminophenol (30.8 g) and triethylamine (28.6 g), followed by refluxing with heating for 2 hours. The reaction mixture was... Run in O1CCOCC1 (dioxane), CO (MeOH). Reaction conditions: temperature 120 celsius, time 18 hour. The yield is 39.0%. Procedure: Prepared from INT-57. To a stirring suspension of tert-butyl 2-(N-(4-(N-hydroxycarbamimidoyl)benzyl)-4-nitrobenzamido)acetate INT-57 (820 mg, 1.91 mmol) in dioxane (10 mL) was added 2,2,2-trichloroacetic anhydride (420 μL, 2.30 mmol) and heated to 120° C. for 2 h. To this mixture was added 7 M ammonia in MeOH (10 mL) and stirred at room temperature for 18 h. The reaction mixture was pre-absorbed onto silica gel and purified by chromatography (EA/hexanes) to afford 342 mg (39%) of tert-butyl 2-(N... RXN SMILES: [OH:1][NH:2][C:3]([C:5]1[CH:31]=[CH:30][C:8]([CH2:9][N:10]([CH2:22][C:23]([O:25][C:26]([CH3:29])([CH3:28])[CH3:27])=[O:24])[C:11](=[O:21])[C:12]2[CH:17]=[CH:16][C:15]([N+:18]([O-:20])=[O:19])=[CH:14][CH:13]=2)=[CH:7][CH:6]=1)=[NH:4].Cl[C:33](Cl)(Cl)C(OC(=O)C(Cl)(Cl)Cl)=O.[NH3:45]>O1CCOCC1.CO>[NH2:45][C:33]1[O:1][N:2]=[C:3]([C:5]2[CH:6]=[CH:7][C:8]([CH2:9][N:10]([CH2:22][C:23]([O:25][C:26]([CH3:27])([CH3:28])[CH3:29])=[O:24])[C:11](=[O:21])[C:12]3[CH:13]=[CH:14][C:15]([N+:18]([O-:20])=[O:19])=[CH:16][CH:17]=3)=[CH:30][CH:31]=2)[N:4]=1. The reactants are ONC(=N)C1=CC=C(CN(C(C2=CC=C(C=C2)[N+](=O)[O-])=O)CC(=O)OC(C)(C)C)C=C1 (tert-butyl 2-(N-(4-(N-hydroxycarbamimidoyl)benzyl)-4-nitrobenzamido)acetate), ClC(C(=O)OC(C(Cl)(Cl)Cl)=O)(Cl)Cl (2,2,2-trichloroacetic anhydride), N (ammonia). Product: NC1=NC(=NO1)C1=CC=C(CN(C(C2=CC=C(C=C2)[N+](=O)[O-])=O)CC(=O)OC(C)(C)C)C=C1 (tert-butyl 2-(N-(4-(5-amino-1,2,4-oxadiazol-3-yl)benzyl)-4-nitrobenzamido)acetate). The reactants are FC(C1=NC=C(C#N)C=C1C1=NN(C(N1)=O)C1=CC=C(C=C1)C(F)(F)F)F (6-(difluoromethyl)-5-(5-oxo-1-(4-(trifluoromethyl)phenyl)-4,5-dihydro-1H-1,2,4-triazol-3-yl)nicotinonitrile), TEA. The reagents and catalysts are [Ni] (Ni). Solvent: C(C)O (ethanol). Yields the product NCC=1C=C(C(=NC1)C(F)F)C1=NN(C(N1)=O)C1=CC=C(C=C1)C(F)(F)F (3-(5-(aminomethyl)-2-(difluoromethyl)pyridin-3-yl)-1-(4-(trifluoromethyl)phenyl)-1H-1,2,4-triazol-5(4H)-one). Isolated yield 998.2%. RXN SMILES: [F:1][CH:2]([F:27])[C:3]1[C:10]([C:11]2[NH:15][C:14](=[O:16])[N:13]([C:17]3[CH:22]=[CH:21][C:20]([C:23]([F:26])([F:25])[F:24])=[CH:19][CH:18]=3)[N:12]=2)=[CH:9][C:6]([C:7]#[N:8])=[CH:5][N:4]=1>C(O)C.[Ni]>[NH2:8][CH2:7][C:6]1[CH:9]=[C:10]([C:11]2[NH:15][C:14](=[O:16])[N:13]([C:17]3[CH:22]=[CH:21][C:20]([C:23]([F:24])([F:26])[F:25])=[CH:19][CH:18]=3)[N:12]=2)[C:3]([CH:2]([F:27])[F:1])=[N:4][CH:5]=1. Procedure: The title compound was prepared according to the procedure described in Intermediate-16 by using 6-(difluoromethyl)-5-(5-oxo-1-(4-(trifluoromethyl)phenyl)-4,5-dihydro-1H-1,2,4-triazol-3-yl)nicotinonitrile (Example-183, 0.050 g, 0.13 mmol), Raney Ni (catalytic amount), TEA (0.040 g, 0.39 mmol) in ethanol (20 mL) to afford 0.50 g of the desired product.